Dataset: the Open Reaction Database (ORD), a public repository of structured organic reaction records. Task: describe an organic reaction: reactants, conditions, products, and yield Reported procedure: In close analogy to the procedure described in Example 1, 6-bromo-pyrazolo[1,5-a]pyrimidine-2-carboxylic acid is reacted with 8-methyl-5,6,7,8-tetrahydro-[1,7]naphthyridine to provide the title compound in moderate yield. Yields the product BrC=1C=NC=2N(C1)N=C(C2)C(=O)N2CCC=1C=CC=NC1C2C ((6-Bromo-pyrazolo[1,5-a]pyrimidin-2-yl)-(8-methyl-5,8-dihydro-6H-[1,7]naphthyridin-7-yl)-methanone). RXN SMILES: [Br:1][C:2]1[CH:3]=[N:4][C:5]2[N:6]([N:8]=[C:9]([C:11]([OH:13])=O)[CH:10]=2)[CH:7]=1.[CH3:14][CH:15]1[C:24]2[N:23]=[CH:22][CH:21]=[CH:20][C:19]=2[CH2:18][CH2:17][NH:16]1>>[Br:1][C:2]1[CH:3]=[N:4][C:5]2[N:6]([N:8]=[C:9]([C:11]([N:16]3[CH:15]([CH3:14])[C:24]4[N:23]=[CH:22][CH:21]=[CH:20][C:19]=4[CH2:18][CH2:17]3)=[O:13])[CH:10]=2)[CH:7]=1. The reactants are BrC=1C=NC=2N(C1)N=C(C2)C(=O)O (6-bromo-pyrazolo[1,5-a]pyrimidine-2-carboxylic acid), CC1NCCC=2C=CC=NC12 (8-methyl-5,6,7,8-tetrahydro-[1,7]naphthyridine). Reactants: FC1=C(C(=CC=C1)F)N1C(C=CC2=C1N=C(N=C2C2=C(C=C(C=C2)F)C)S(=O)(=O)C)=O (8-(2,6-difluoro-phenyl)-4-(4-fluoro-2-methyl-phenyl)-2-methane-sulfonyl-8H-pyrido[2,3-d]pyrimidin-7-one), NC(CO)(C)C (2-amino-2-methyl-1-propanol). Run in C1CCOC1 (THF). Run at time 3 day. Yields the product FC1=CC(=C(C=C1)C=1C2=C(N=C(N1)NC(CO)(C)C)N(C(C=C2)=O)C2=C(C=CC=C2F)F)C (4-(4-fluoro-2-methylphenyl)-8-(2,6-difluorophenyl)-2-(1,1-dimethyl-2-hydroxyethylamino)-8H-pyrido[2,3-d]pyrimidin-7-one). As a reaction SMILES: [F:1][C:2]1[CH:7]=[CH:6][CH:5]=[C:4]([F:8])[C:3]=1[N:9]1[C:14]2[N:15]=[C:16](S(C)(=O)=O)[N:17]=[C:18]([C:19]3[CH:24]=[CH:23][C:22]([F:25])=[CH:21][C:20]=3[CH3:26])[C:13]=2[CH:12]=[CH:11][C:10]1=[O:31].[NH2:32][C:33]([CH3:37])([CH3:36])[CH2:34][OH:35]>C1COCC1>[F:25][C:22]1[CH:23]=[CH:24][C:19]([C:18]2[C:13]3[CH:12]=[CH:11][C:10](=[O:31])[N:9]([C:3]4[C:2]([F:1])=[CH:7][CH:6]=[CH:5][C:4]=4[F:8])[C:14]=3[N:15]=[C:16]([NH:32][C:33]([CH3:37])([CH3:36])[CH2:34][OH:35])[N:17]=2)=[C:20]([CH3:26])[CH:21]=1. Procedure details: The product of Example 48 (200 mg, 0.45 mmol) and 95% 2-amino-2-methyl-1-propanol (94 mg, 1 mmol) were dissolved in THF (10 ml) and stirred under Ar at 50° for 3 days. The solvents were removed in vacuo, and the residue was partitioned between EtOAc and H2O. The organic phase was washed with H2O, satd aq NaCl, dried over anhyd Na2SO4, filtered and evaporated to give the crude product. Flash chromatography eluted with 0-15% EtOAc/CH2Cl2 gave the title compound as a off-white amorphous solid. mp 9... Starting materials: ClC(Cl)Cl, OCc1cn(C(c2ccccc2)(c2ccccc2)c2ccccc2)cn1, O=S(Cl)Cl. The product is ClCc1cn(C(c2ccccc2)(c2ccccc2)c2ccccc2)cn1. As a reaction SMILES: [CH:31]([Cl:32])([Cl:33])[Cl:34].[OH:1][CH2:2][c:3]1[n:4][cH:5][n:6]([C:8]([c:9]2[cH:10][cH:11][cH:12][cH:13][cH:14]2)([c:15]2[cH:16][cH:17][cH:18][cH:19][cH:20]2)[c:21]2[cH:22][cH:23][cH:24][cH:25][cH:26]2)[cH:7]1.[S:27]([Cl:28])([Cl:29])=[O:30]>>[CH2:2]([c:3]1[n:4][cH:5][n:6]([C:8]([c:9]2[cH:10][cH:11][cH:12][cH:13][cH:14]2)([c:15]2[cH:16][cH:17][cH:18][cH:19][cH:20]2)[c:21]2[cH:22][cH:23][cH:24][cH:25][cH:26]2)[cH:7]1)[Cl:29]. The reactants are CS(=O)(=O)c1nccc(-n2cnc3ccccc32)n1, CC(N)c1ccccc1. Product: CC(Nc1nccc(-n2cnc3ccccc32)n1)c1ccccc1. As a reaction SMILES: [CH3:1][S:2](=[O:3])(=[O:4])[c:5]1[n:6][cH:7][cH:8][c:9](-[n:11]2[cH:12][n:13][c:14]3[c:15]2[cH:16][cH:17][cH:18][cH:19]3)[n:10]1.[c:20]1([CH:26]([CH3:27])[NH2:28])[cH:21][cH:22][cH:23][cH:24][cH:25]1>>[c:5]1([NH:28][CH:26]([c:20]2[cH:21][cH:22][cH:23][cH:24][cH:25]2)[CH3:27])[n:6][cH:7][cH:8][c:9](-[n:11]2[cH:12][n:13][c:14]3[c:15]2[cH:16][cH:17][cH:18][cH:19]3)[n:10]1. Starting materials: C(#N)C(C(=O)N)=C(SC)NC1=CC=C(C=C1)N1CCN(CC1)C(C)C (2-cyano-3-((4-(4-isopropylpiperazin-1-yl)phenyl)amino)-3-(methylthio)acrylamide), O.NN (hydrazine hydrate). Run in CCO (EtOH). Reaction conditions: temperature 75 celsius. The product is NC1=C(C(=NN1)NC1=CC=C(C=C1)N1CCN(CC1)C(C)C)C(=O)N (5-amino-3-((4-(4-isopropylpiperazin-1-yl)phenyl)amino)-1H-pyrazole-4-carboxamide). Reaction SMILES: [C:1]([C:3](=[C:7]([NH:10][C:11]1[CH:16]=[CH:15][C:14]([N:17]2[CH2:22][CH2:21][N:20]([CH:23]([CH3:25])[CH3:24])[CH2:19][CH2:18]2)=[CH:13][CH:12]=1)SC)[C:4]([NH2:6])=[O:5])#[N:2].O.[NH2:27][NH2:28]>CCO>[NH2:2][C:1]1[NH:28][N:27]=[C:7]([NH:10][C:11]2[CH:16]=[CH:15][C:14]([N:17]3[CH2:22][CH2:21][N:20]([CH:23]([CH3:25])[CH3:24])[CH2:19][CH2:18]3)=[CH:13][CH:12]=2)[C:3]=1[C:4]([NH2:6])=[O:5] |f:1.2|. Reported procedure: 2-cyano-3-((4-(4-isopropylpiperazin-1-yl)phenyl)amino)-3-(methylthio)acrylamide was then suspended in 10 mL EtOH and hydrazine hydrate (1 eq.) was added dropwise. Reaction was heated at 75° C. until intermediate was absent (HPLC). Once intermediate was absent (18 hrs), reaction was brought to room temperature and filtered to obtain 5-amino-3-((4-(4-isopropylpiperazin-1-yl)phenyl)amino)-1H-pyrazole-4-carboxamide as a purple powder. Product was allowed to dry under vacuum for 1 hr. Reactants: CCN1C=C(C(=O)C2=C1N=C(N=C2)N3CCNCC3)C(=O)O (Pipemidic acid), ClC1=C(C=C(C=C1)Cl)N=C=S (2,5-dichlorophenyl isothiocyanate). Product: ClC1=C(C=C(C=C1)Cl)NC(=S)N1CCN(CC1)C=1N=CC2=C(N1)N(C=C(C2=O)C(=O)O)CC (2-(4-{[(2,5-dichlorophenyl)amino]carbonothioyl}-1-piperazinyl)-8-ethyl-5-oxo-5,8-dihydropyrido[2,3-d]pyrimidine-6-carboxylic acid). As a reaction SMILES: [CH3:1][CH2:2][N:3]1[C:9]2[N:10]=[C:11]([N:14]3[CH2:19][CH2:18][NH:17][CH2:16][CH2:15]3)[N:12]=[CH:13][C:8]=2[C:6](=[O:7])[C:5]([C:20]([OH:22])=[O:21])=[CH:4]1.[Cl:23][C:24]1[CH:29]=[CH:28][C:27]([Cl:30])=[CH:26][C:25]=1[N:31]=[C:32]=[S:33]>>[Cl:23][C:24]1[CH:29]=[CH:28][C:27]([Cl:30])=[CH:26][C:25]=1[NH:31][C:32]([N:17]1[CH2:18][CH2:19][N:14]([C:11]2[N:12]=[CH:13][C:8]3[C:6](=[O:7])[C:5]([C:20]([OH:22])=[O:21])=[CH:4][N:3]([CH2:2][CH3:1])[C:9]=3[N:10]=2)[CH2:15][CH2:16]1)=[S:33]. Procedure: Pipemidic acid (51 mg, 0.168 mmol) and 2,5-dichlorophenyl isothiocyanate (20 μL, 0.140 mmol) were used. Purification on silica yielded compound 20 in Table 1, below (42.7 mg, 60%). 1H NMR (300 MHz, CDCl3) δ 9.39 (s, 1H), 9.06 (s, 1H), 7.57 (d, J=2.39 Hz, 1H), 7.42-7.36 (m, 1H), 7.20 (d, J=7.35 Hz, 1H), 4.55-4.39 (m, 2H), 4.31-4.02 (m, 8H), 1.52 (t, J=6.88 Hz, 3H) ppm. Starting materials: ClC=1C=C(C=CC1F)C1=CN=C2N1C=CC(=C2F)C(C)(C)O (2-[3-(3-Chloro-4-fluorophenyl)-8-fluoroimidazo[1,2-α]pyridin-7-yl]-propan-2-ol), C1(=CC=CC=C1)C1=NOC(=C1)B(O)O (3-phenylisoxazole-5-boronic acid). Yields the product FC=1C=2N(C=CC1C(C)(C)O)C(=CN2)C2=CC(=C(C=C2)F)C2=CC(=NO2)C2=CC=CC=C2 (2-{8-fluoro-3-[4-fluoro-3-(3-phenylisoxazol-5-yl)phenyl]imidazo[1,2-α]pyridin-7-yl}propan-2-ol). The yield is 5.0%. RXN SMILES: Cl[C:2]1[CH:3]=[C:4]([C:9]2[N:13]3[CH:14]=[CH:15][C:16]([C:19]([OH:22])([CH3:21])[CH3:20])=[C:17]([F:18])[C:12]3=[N:11][CH:10]=2)[CH:5]=[CH:6][C:7]=1[F:8].[C:23]1([C:29]2[CH:33]=[C:32](B(O)O)[O:31][N:30]=2)[CH:28]=[CH:27][CH:26]=[CH:25][CH:24]=1>>[F:18][C:17]1[C:12]2[N:13]([C:9]([C:4]3[CH:5]=[CH:6][C:7]([F:8])=[C:2]([C:32]4[O:31][N:30]=[C:29]([C:23]5[CH:28]=[CH:27][CH:26]=[CH:25][CH:24]=5)[CH:33]=4)[CH:3]=3)=[CH:10][N:11]=2)[CH:14]=[CH:15][C:16]=1[C:19]([OH:22])([CH3:21])[CH3:20]. Reported procedure: 2-[3-(3-Chloro-4-fluorophenyl)-8-fluoroimidazo[1,2-α]pyridin-7-yl]-propan-2-ol and 3-phenylisoxazole-5-boronic acid were coupled in the same way as in Example 30 to give 2-{8-fluoro-3-[4-fluoro-3-(3-phenylisoxazol-5-yl)phenyl]imidazo[1,2-α]pyridin-7-yl}propan-2-ol as an off-white solid (6 mg, 5%): m/z (ES+) 432 [MH+].